From a dataset of the Open Reaction Database (ORD), a public repository of structured organic reaction records. describe an organic reaction: reactants, conditions, products, and yield The reactants are [Li]CCCC, C=CCC1C([SiH](C)C)C(=O)N1C(C)(C)C, CCCCCC, CC(=O)O, CC(C)NC1CCCCC1, CI, C1CCOC1. As a reaction SMILES: [CH2:11]([Li:12])[CH2:13][CH2:14][CH3:15].[CH2:16]([CH:17]=[CH2:18])[CH:19]1[CH:20]([SiH:28]([CH3:29])[CH3:30])[C:21](=[O:27])[N:22]1[C:23]([CH3:24])([CH3:25])[CH3:26].[CH3:38][CH2:39][CH2:40][CH2:41][CH2:42][CH3:43].[CH3:44][C:45](=[O:46])[OH:47].[CH:1]([NH:2][CH:3]1[CH2:4][CH2:5][CH2:6][CH2:7][CH2:8]1)([CH3:9])[CH3:10].[I:31][CH3:32].[O:33]1[CH2:34][CH2:35][CH2:36][CH2:37]1>>[CH3:1][C:20]1([SiH:28]([CH3:29])[CH3:30])[CH:19]([CH2:16][CH:17]=[CH2:18])[N:22]([C:23]([CH3:24])([CH3:25])[CH3:26])[C:21]1=[O:27]. Yields the product C=CCC1N(C(C)(C)C)C(=O)C1(C)[SiH](C)C. Reactants: NC1=CC=C(C=C1)C1=C(C(NC(N1)=O)C1=CC(=C(C(=C1)[N+](=O)[O-])O)OCC)C1=CC=CC=C1 (6-(4-aminophenyl)-4-(3-ethoxy-4-hydroxy-5-nitrophenyl)-5-phenyl-3,4-dihydropyrimidin-2(1H)-one), NC1=CC=C(C=C1)C1=C(C(NC(N1)=O)C1=CC(=C(C(=C1)[N+](=O)[O-])O)OCC)C1=CC=CC=C1 (6-(4-aminophenyl)-4-(3-ethoxy-4-hydroxy-5-nitrophenyl)-5-phenyl-3,4-dihydropyrimidin-2(1H)-one), CC(=O)OC(=O)C (Ac2O). Run in C(Cl)Cl (DCM). Run at time 4 hour. Product: C(C)OC=1C=C(C=C(C1O)[N+](=O)[O-])C1C(=C(NC(N1)=O)C1=CC=C(C=C1)NC(C)=O)C1=CC=CC=C1 (N-(4-(6-(3-ethoxy-4-hydroxy-5-nitrophenyl)-2-oxo-5-phenyl-1,2,3,6-tetrahydropyrimidin-4-yl)phenyl)acetamide). Yield: 29.8%. RXN SMILES: [NH2:1][C:2]1[CH:7]=[CH:6][C:5]([C:8]2[NH:13][C:12](=[O:14])[NH:11][CH:10]([C:15]3[CH:20]=[C:19]([N+:21]([O-:23])=[O:22])[C:18]([OH:24])=[C:17]([O:25][CH2:26][CH3:27])[CH:16]=3)[C:9]=2[C:28]2[CH:33]=[CH:32][CH:31]=[CH:30][CH:29]=2)=[CH:4][CH:3]=1.[CH3:34][C:35](OC(C)=O)=[O:36]>C(Cl)Cl>[CH2:26]([O:25][C:17]1[CH:16]=[C:15]([CH:10]2[NH:11][C:12](=[O:14])[NH:13][C:8]([C:5]3[CH:6]=[CH:7][C:2]([NH:1][C:35](=[O:36])[CH3:34])=[CH:3][CH:4]=3)=[C:9]2[C:28]2[CH:29]=[CH:30][CH:31]=[CH:32][CH:33]=2)[CH:20]=[C:19]([N+:21]([O-:23])=[O:22])[C:18]=1[OH:24])[CH3:27]. Reported procedure: To a solution of compound 6-(4-aminophenyl)-4-(3-ethoxy-4-hydroxy-5-nitrophenyl)-5-phenyl-3,4-dihydropyrimidin-2(1H)-one (Compound 84) (100 mg, 0.22 mmol) in DCM (2 mL) was added Ac2O (27 mg, 0.27 mmol) at room temperature, and the mixture was stirred at room temperature for 4 hours. The mixture was evaporated in vacuo and purified by column to give the Compound 73 (32.07 mg, yield 34%). 1H NMR (DMSO-d6 300 MHz): δ 10.28 (brs, 1H), 9.95 (s, 1H), 8.66 (s, 1H), 7.52 (s, 1H), 7.45-7.42 (m, 3H), 7.1... As a reaction SMILES: [C:18]([BH3-:19])#[N:20].[CH3:15][CH2:16][NH2:17].[CH3:1][O:2][c:3]1[cH:4][c:5]([CH2:11][C:12]([CH3:13])=[O:14])[cH:6][cH:7][c:8]1[O:9][CH3:10].[CH3:22][C:23](=[O:24])[OH:25].[CH3:26][OH:27].[Na+:21]>>[CH3:1][O:2][c:3]1[cH:4][c:5]([CH2:11][CH:12]([CH3:13])[NH:17][CH2:16][CH3:15])[cH:6][cH:7][c:8]1[O:9][CH3:10]. Starting materials: [BH3-]C#N, CCN, COc1ccc(CC(C)=O)cc1OC, CC(=O)O, CO, [Na+]. Yields the product CCNC(C)Cc1ccc(OC)c(OC)c1. The reactants are OC1=C2C=CNC2=CC=C1 (4-hydroxyindole), CN(C(=O)Cl)C1=CC=CC=C1 (N-methyl-N-phenylcarbamoyl chloride), crude product. Product: N1C=CC2=C(C=CC=C12)OC(N(C1=CC=CC=C1)C)=O (Methyl-phenyl-carbamic acid 1H-indol-4-yl ester). As a reaction SMILES: [OH:1][C:2]1[CH:10]=[CH:9][CH:8]=[C:7]2[C:3]=1[CH:4]=[CH:5][NH:6]2.[CH3:11][N:12]([C:16]1[CH:21]=[CH:20][CH:19]=[CH:18][CH:17]=1)[C:13](Cl)=[O:14]>>[NH:6]1[C:7]2[C:3](=[C:2]([O:1][C:13](=[O:14])[N:12]([CH3:11])[C:16]3[CH:21]=[CH:20][CH:19]=[CH:18][CH:17]=3)[CH:10]=[CH:9][CH:8]=2)[CH:4]=[CH:5]1. Procedure: The title product was prepared from 4-hydroxyindole and N-methyl-N-phenylcarbamoyl chloride. The crude product was subjected to preparative HPLC (48%, off-white solid). HPLC-MS: m/z=267.1 (M+1); Rt: 3.57 min.